From a dataset of the Open Reaction Database (ORD), a public repository of structured organic reaction records. describe an organic reaction: reactants, conditions, products, and yield The reactants are NC1=CC(=C(OC2=C3C(=NC=C2)C=C(S3)C3=CC=C(C=N3)CN3C(CCC3)=O)C=C1)F (1-((6-(7-(4-amino-2-fluorophenoxy)thieno[3,2-b]pyridin-2-yl)pyridin-3-yl)methyl)pyrrolidin-2-one), CCN(C(C)C)C(C)C (DIPEA), ClC(Cl)(OC(OC(Cl)(Cl)Cl)=O)Cl (triphosgene), NC=1C=C(C(=O)N)C=CC1 (3-aminobenzamide). Solvent: C1CCOC1 (THF). Conditions: temperature -10 celsius, time 90 minute. Yields the product FC=1C=C(C=CC1OC1=C2C(=NC=C1)C=C(S2)C2=NC=C(C=C2)CN2C(CCC2)=O)NC(NC=2C=C(C(=O)N)C=CC2)=O (3-(3-(3-fluoro-4-(2-(5-((2-oxopyrrolidin-1-yl)methyl)pyridin-2-yl)thieno[3,2-b]pyridin-7-yloxy)phenyl)ureido)benzamide). Isolated yield 7.9%. As a reaction SMILES: [NH2:1][C:2]1[CH:30]=[CH:29][C:5]([O:6][C:7]2[CH:12]=[CH:11][N:10]=[C:9]3[CH:13]=[C:14]([C:16]4[N:21]=[CH:20][C:19]([CH2:22][N:23]5[CH2:27][CH2:26][CH2:25][C:24]5=[O:28])=[CH:18][CH:17]=4)[S:15][C:8]=23)=[C:4]([F:31])[CH:3]=1.CCN(C(C)C)C(C)C.ClC(Cl)(O[C:45](=[O:51])OC(Cl)(Cl)Cl)Cl.[NH2:53][C:54]1[CH:55]=[C:56]([CH:60]=[CH:61][CH:62]=1)[C:57]([NH2:59])=[O:58]>C1COCC1>[F:31][C:4]1[CH:3]=[C:2]([NH:1][C:45](=[O:51])[NH:53][C:54]2[CH:55]=[C:56]([CH:60]=[CH:61][CH:62]=2)[C:57]([NH2:59])=[O:58])[CH:30]=[CH:29][C:5]=1[O:6][C:7]1[CH:12]=[CH:11][N:10]=[C:9]2[CH:13]=[C:14]([C:16]3[CH:17]=[CH:18][C:19]([CH2:22][N:23]4[CH2:27][CH2:26][CH2:25][C:24]4=[O:28])=[CH:20][N:21]=3)[S:15][C:8]=12. Reported procedure: To a solution of 104 (83 mg, 0.191 mmol, scheme 26) in THF (19 mL) at −10° C. was added DIPEA (334 μl, 1.910 mmol) and triphosgene (56.7 mg, 0.191 mmol). The reaction mixture was stirred for 90 min at −10° C. then 3-aminobenzamide (104 mg, 0.764 mmol) was added. The reaction mixture was allowed to warm to RT, stirred for 3 h, quenched with MeOH, and concentrated. The residue was suspended in 2 mL of MeOH and a saturated aqueous solution of ammonium chloride was added, stirred for 30 min, collect... The reactants are CS(=O)(=O)Cl (methanesulfonyl chloride), ClC=1C=C(C=NC1)C#CC=1C=CC(=C(C1)N)F (5-(5-Chloropyridin-3-ylethynyl)-2-fluorophenylamine), N1=CC=CC=C1 (pyridine), CS(=O)(=O)Cl (methanesulfonyl chloride). The solvent is ClCCl (dichloromethane). Run at time 20 hour. Product: ClC=1C=C(C=NC1)C#CC=1C=CC(=C(C1)NS(=O)(=O)C)F (N-[5-(5-Chloropyridin-3-ylethynyl)-2-fluorophenyl]-methanesulfonamide). The yield is 91.5%. As a reaction SMILES: N1C=CC=CC=1.[CH3:7][S:8](Cl)(=[O:10])=[O:9].[Cl:12][C:13]1[CH:14]=[C:15]([C:19]#[C:20][C:21]2[CH:22]=[CH:23][C:24]([F:28])=[C:25]([NH2:27])[CH:26]=2)[CH:16]=[N:17][CH:18]=1>ClCCl>[Cl:12][C:13]1[CH:14]=[C:15]([C:19]#[C:20][C:21]2[CH:22]=[CH:23][C:24]([F:28])=[C:25]([NH:27][S:8]([CH3:7])(=[O:10])=[O:9])[CH:26]=2)[CH:16]=[N:17][CH:18]=1. Procedure: Add pyridine (193 mg, 2.44 mmol) followed by methanesulfonyl chloride (127 mg, 1.11 mmol) to a solution of 5-(5-chloropyridin-3-ylethynyl)-2-fluorophenylamine, (prepared as described in EXAMPLE 190), (275 mg, 1.11 mmol) in dichloromethane (10 mL) at 0° C. under nitrogen. Warm to room temperature and stir 20 h. Add additional methanesulfonyl chloride (32 mg, 0.28 mmol). Stir at room temperature for 2 h. Concentrate and purify by silica gel chromatography, eluting with 3:1 ethyl acetate:hexanes, t... Starting materials: ClC1=C(C=C2C(=N1)C=C(O2)[C@@H]2N(CCC2)C(=O)OC(C)(C)C)Cl (5,6-Dichloro-2-(1-t-butyloxycarbonyl-2-(R)-pyrrolidinyl)furo[3,2-b]pyridine), C(=O)(C(F)(F)F)O (TFA). Solvent: C(Cl)Cl (CH2Cl2). Reaction conditions: time 1 hour. The product is ClC1=C(C=C2C(=N1)C=C(O2)[C@@H]2NCCC2)Cl (5,6-Dichloro-2-(2-(R)-pyrrolidinyl)furo[3,2-b]pyridine). Isolated yield 85.6%. RXN SMILES: [Cl:1][C:2]1[N:7]=[C:6]2[CH:8]=[C:9]([C@H:11]3[CH2:15][CH2:14][CH2:13][N:12]3C(OC(C)(C)C)=O)[O:10][C:5]2=[CH:4][C:3]=1[Cl:23].C(O)(C(F)(F)F)=O>C(Cl)Cl>[Cl:1][C:2]1[N:7]=[C:6]2[CH:8]=[C:9]([C@H:11]3[CH2:15][CH2:14][CH2:13][NH:12]3)[O:10][C:5]2=[CH:4][C:3]=1[Cl:23]. Reported procedure: 5,6-Dichloro-2-(1-t-butyloxycarbonyl-2-(R)-pyrrolidinyl)furo[3,2-b]pyridine (355 mg, 1.0 mmol) was dissolved in CH2Cl2 (3 mL) and TFA (3 mL) was added at ambient temperature. After stirring for 1 hour, the solvent was removed and the residue was redissolved in CH2Cl2 and washed with saturated K2CO3 solution, dried (MgSO4) and concentrated. The crude product was chromatographed (silica gel; CHCl3 /MeOH, 98:2) to afford a solid (220 mg, 87%): 1H NMR (CDCl3, 300 MHz) δ 1.81-2.05 (m, 3H), 2.15-2.29 ...